From a dataset of the Open Reaction Database (ORD), a public repository of structured organic reaction records. describe an organic reaction: reactants, conditions, products, and yield As a reaction SMILES: Br[CH2:2][CH2:3][CH2:4][O:5][C:6]1[C:7]([O:26][CH3:27])=[CH:8][CH:9]=[C:10]2[C:15]=1[NH:14][C:13](=[O:16])[CH:12]=[C:11]2[NH:17][C:18]1[C:23]([Cl:24])=[CH:22][N:21]=[CH:20][C:19]=1[Cl:25].[NH:28]1[CH2:33][CH2:32][O:31][CH2:30][CH2:29]1>>[Cl:25][C:19]1[CH:20]=[N:21][CH:22]=[C:23]([Cl:24])[C:18]=1[NH:17][C:11]1[C:10]2[C:15](=[C:6]([O:5][CH2:4][CH2:3][CH2:2][N:28]3[CH2:33][CH2:32][O:31][CH2:30][CH2:29]3)[C:7]([O:26][CH3:27])=[CH:8][CH:9]=2)[NH:14][C:13](=[O:16])[CH:12]=1. The product is ClC=1C=NC=C(C1NC1=CC(NC2=C(C(=CC=C12)OC)OCCCN1CCOCC1)=O)Cl (4-(3,5-dichloropyridin-4-ylamino)-7-methoxy-8-(3-morpholinopropoxy)quinolin-2(1H)-one). Reported procedure: The title compound was prepared from 8-(3-bromopropoxy)-4-(3,5-dichloropyridin-4-ylamino)-7-methoxyquinolin-2(1H)-one and morpholine following the procedure outlined in Example 18, Step 2. 1H NMR (400 MHz, DMSO-d6, HCl salt): δ 10.58 (br, 1H), 10.44 (s, 1H), 8.94 (s, 1H), 8.77 (s, 2H), 7.93 (d, 1H), 7.09 (d, 1H), 4.82 (s, 1H), 4.02 (t, 2H), 3.98 (m, 2H), 3.93 (s, 3H), 3.76 (t, 2H), 3.46 (d, 2H), 3.33 (m, 2H), 3.10 (m, 2H), 2.22 (m, 2H); MS (ESI): 479.3. Reactants: BrCCCOC=1C(=CC=C2C(=CC(NC12)=O)NC1=C(C=NC=C1Cl)Cl)OC (8-(3-bromopropoxy)-4-(3,5-dichloropyridin-4-ylamino)-7-methoxyquinolin-2(1H)-one), N1CCOCC1 (morpholine). Starting materials: C(C)OC(C(C(=O)OCC)N1C=CC=C1)=O (2-(pyrrol-1-yl)malonic acid diethyl ester), C(C1=CC=CC=C1)O (benzyl alcohol). The reagents and catalysts are CCO.CCO.CCO.CCO.[Ti] (tetraethyl titanate). Conditions: temperature 110 celsius, time 15 hour. Product: C(C1=CC=CC=C1)OC(C(C(=O)OCC1=CC=CC=C1)N1C=CC=C1)=O (2-(pyrrol-1-yl)malonic acid dibenzyl ester). Isolated yield 87.3%. Reaction SMILES: [CH2:1]([O:3][C:4](=[O:16])[CH:5]([N:11]1[CH:15]=[CH:14][CH:13]=[CH:12]1)[C:6]([O:8][CH2:9][CH3:10])=[O:7])[CH3:2].C(O)[C:18]1[CH:23]=[CH:22][CH:21]=[CH:20]C=1>CCO.CCO.CCO.CCO.[Ti]>[CH2:9]([O:8][C:6](=[O:7])[CH:5]([N:11]1[CH:12]=[CH:13][CH:14]=[CH:15]1)[C:4]([O:3][CH2:1][C:2]1[CH:20]=[CH:21][CH:22]=[CH:23][CH:18]=1)=[O:16])[C:10]1[CH:18]=[CH:23][CH:22]=[CH:21][CH:20]=1 |f:2.3.4.5.6|. Procedure: To a solution of 2-(pyrrol-1-yl)malonic acid diethyl ester (75.7 g) in benzyl alcohol (200 ml) was added tetraethyl titanate (3.0 g), and the resulting mixture was stirred at 110° C. for 15 hours. After removal of the benzyl alcohol under reduced pressure, the residue was chromatographed on silica gel using n-hexane/ethyl acetate (10:1) as the eluent. Fractions containing the title compound were pooled and evaporated under reduced pressure. The residue was recrystallized from ethyl acetate/n-hex... The reactants are C1(=CN2CCCC3=CC=CC1=C23)[C@@H]2C(NC([C@H]2C2=CNC3=CC=CC=C23)=O)=O ((3R,4R)-3-(5,6-dihydro-4H-pyrrolo[3,2,1-ij]quinolin-1-yl)-4-(1H-indol-3-yl)-pyrrolidine-2,5-dione), N#N (N2), O (water), [H-].[H-].[H-].[H-].[Li+].[Al+3] (LiAlH4). Solvent: C1CCOC1 (THF). Run at temperature 0 celsius, time 8 hour. The product is N1C=C(C2=CC=CC=C12)[C@H]1[C@@H](CNC1)C1=CN2CCCC3=CC=CC1=C23 (1-[(3R,4R)-4-(1H-indol-3-yl)-pyrrolidin-3-yl]-5,6-dihydro-4H-pyrrolo[3,2,1-ij]quinoline). Reaction SMILES: [C:1]1([C@H:13]2[C@H:17]([C:18]3[C:26]4[C:21](=[CH:22][CH:23]=[CH:24][CH:25]=4)[NH:20][CH:19]=3)[C:16](=O)[NH:15][C:14]2=O)[C:11]2=[C:12]3[C:7](=[CH:8][CH:9]=[CH:10]2)[CH2:6][CH2:5][CH2:4][N:3]3[CH:2]=1.N#N.[H-].[H-].[H-].[H-].[Li+].[Al+3].O>C1COCC1>[NH:20]1[C:21]2[C:26](=[CH:25][CH:24]=[CH:23][CH:22]=2)[C:18]([C@@H:17]2[CH2:16][NH:15][CH2:14][C@H:13]2[C:1]2[C:11]3=[C:12]4[C:7](=[CH:8][CH:9]=[CH:10]3)[CH2:6][CH2:5][CH2:4][N:3]4[CH:2]=2)=[CH:19]1 |f:2.3.4.5.6.7|. Procedure: A solution of (3R,4R)-3-(5,6-dihydro-4H-pyrrolo[3,2,1-ij]quinolin-1-yl)-4-(1H-indol-3-yl)-pyrrolidine-2,5-dione (WO2006086484A1, 8.34 g, 22.6 mmol) in anhydrous THF (400 mL) was purged with N2 and cooled to 0° C. LiAlH4 (226 mL, 1 M in THF, 226 mmol) was added dropwise. The reaction mixture was stirred at 60° C. overnight. The mixture was cooled with an ice-water bath and water (40 mL) added dropwise under N2 to quench excess LiAlH4. Water (500 mL) was added. The mixture was then acidified with ... Reactants: C=CCNCC=C, Cc1csc2c(Cl)nc(Cl)nc12, CN(C)C=O, O. Product: C=CCN(CC=C)c1nc(Cl)nc2c(C)csc12. As a reaction SMILES: [CH2:13]([CH:14]=[CH2:15])[NH:16][CH2:17][CH:18]=[CH2:19].[Cl:1][c:2]1[n:3][c:4]([Cl:12])[c:5]2[c:6]([n:7]1)[c:8]([CH3:11])[cH:9][s:10]2.[O:21]=[CH:22][N:23]([CH3:24])[CH3:25].[OH2:20]>>[Cl:1][c:2]1[n:3][c:4]([N:16]([CH2:13][CH:14]=[CH2:15])[CH2:17][CH:18]=[CH2:19])[c:5]2[c:6]([n:7]1)[c:8]([CH3:11])[cH:9][s:10]2. Starting materials: O.O=C(C(=O)O)C(=O)O (ketomalonic acid monohydrate), C1(=CC=CC=C1)NN (phenylhydrazine). Run in C(C)O (ethanol), O (water). Reaction conditions: time 8 hour. Yields the product C1(=CC=CC=C1)NN=C(C(=O)O)C(=O)O (2-(phenylhydrazono)-malonic acid). Isolated yield 94.5%. As a reaction SMILES: O.O=[C:3]([C:7]([OH:9])=[O:8])[C:4]([OH:6])=[O:5].[C:10]1([NH:16][NH2:17])[CH:15]=[CH:14][CH:13]=[CH:12][CH:11]=1>C(O)C.O>[C:10]1([NH:16][N:17]=[C:3]([C:7]([OH:9])=[O:8])[C:4]([OH:6])=[O:5])[CH:15]=[CH:14][CH:13]=[CH:12][CH:11]=1 |f:0.1|. Procedure details: To a vigorously stirred solution of ketomalonic acid monohydrate (29.33 g) in ethanol (140 ml) and water (300 ml) at ambient temperature was added phenylhydrazine (23.3 g) dropwise over a 40 minute period. The resultant slurry was stirred overnight at ambient temperature. The solid was separated by filtration, washed sucessively with cold water (100 ml) and ethanol (25 ml) and air dried. Subsequent drying was performed at 75° C. overnight in a vacuum oven to give the title compound as a yellow s...